From a dataset of the Open Reaction Database (ORD), a public repository of structured organic reaction records. describe an organic reaction: reactants, conditions, products, and yield The reactants are O1C(CCCC1)OC1OCCCC1 (tetrahydropyranyl ether), CC1([C@@H](N(CCS1)S(=O)(=O)C1=CC=C(C=C1)OCC#CCCCCOC1OCCCC1)C(=O)OC(C)(C)C)C (tert-butyl(3S)-2,2-dimethyl-4-[(4-{[7-(tetrahydro-2H-pyran-2-yloxy)-2-heptynyl]oxy}phenyl)sulfonyl]-3-thiomorpholinecarboxylate). Yields the product OCCCCC#CCOC1=CC=C(C=C1)S(=O)(=O)N1[C@H](C(SCC1)(C)C)C(=O)OC(C)(C)C (tert-butyl(3S)-4-({4-[(7-hydroxy-2-heptynyl)oxy]phenyl}sulfonyl)-2,2-dimethyl-3-thiomorpholinecarboxylate). Yield: 83.9%. Reaction SMILES: O1CCCCC1OC1CCCCO1.[CH3:14][C:15]1([CH3:52])[S:20][CH2:19][CH2:18][N:17]([S:21]([C:24]2[CH:29]=[CH:28][C:27]([O:30][CH2:31][C:32]#[C:33][CH2:34][CH2:35][CH2:36][CH2:37][O:38]C3CCCCO3)=[CH:26][CH:25]=2)(=[O:23])=[O:22])[C@H:16]1[C:45]([O:47][C:48]([CH3:51])([CH3:50])[CH3:49])=[O:46]>>[OH:38][CH2:37][CH2:36][CH2:35][CH2:34][C:33]#[C:32][CH2:31][O:30][C:27]1[CH:28]=[CH:29][C:24]([S:21]([N:17]2[CH2:18][CH2:19][S:20][C:15]([CH3:52])([CH3:14])[C@@H:16]2[C:45]([O:47][C:48]([CH3:51])([CH3:50])[CH3:49])=[O:46])(=[O:23])=[O:22])=[CH:25][CH:26]=1. Procedure details: According to the procedure of Step 1 of Example 245 the tetrahydropyranyl ether of 0.659 g (1.13 mmol) of tert-butyl(3S)-2,2-dimethyl-4-[(4-{[7-(tetrahydro-2H-pyran-2-yloxy)-2-heptynyl]oxy}phenyl)sulfonyl]-3-thiomorpholinecarboxylate was cleaved to provide 0.472 g (84%) of tert-butyl(3S)-4-({4-[(7-hydroxy-2-heptynyl)oxy]phenyl}sulfonyl)-2,2-dimethyl-3-thiomorpholinecarboxylate as a colorless oil. Electrospray Mass Spec: 498.3 (M+H)+. Reactants: C1CCOC1, CCOC(=O)c1ncn2c1CN=C(c1ccccc1)c1cc(C#C[Si](C)(C)C)ccc1-2, O. The product is C#Cc1ccc2c(c1)C(c1ccccc1)=NCc1c(C(=O)OCC)ncn1-2. Reaction SMILES: [CH2:33]1[O:34][CH2:35][CH2:36][CH2:37]1.[CH3:1][Si:2]([CH3:3])([CH3:4])[C:5]#[C:6][c:7]1[cH:8][cH:9][c:10]2[c:11]([cH:31]1)[C:12]([c:25]1[cH:26][cH:27][cH:28][cH:29][cH:30]1)=[N:13][CH2:14][c:15]1[n:16]-2[cH:17][n:18][c:19]1[C:20](=[O:21])[O:22][CH2:23][CH3:24].[OH2:32]>>[CH:5]#[C:6][c:7]1[cH:8][cH:9][c:10]2[c:11]([cH:31]1)[C:12]([c:25]1[cH:26][cH:27][cH:28][cH:29][cH:30]1)=[N:13][CH2:14][c:15]1[n:16]-2[cH:17][n:18][c:19]1[C:20](=[O:21])[O:22][CH2:23][CH3:24]. Starting materials: [BH4-], CCN(c1ccc(C)c2cc(-c3ncc(C=O)s3)[nH]c12)S(=O)(=O)c1cccs1, CO, [Na+], C1CCOC1, O=C(O)CC(O)(CC(=O)O)C(=O)O. Yields the product CCN(c1ccc(C)c2cc(-c3ncc(CO)s3)[nH]c12)S(=O)(=O)c1cccs1. As a reaction SMILES: [BH4-:31].[CH2:1]([CH3:2])[N:3]([S:4](=[O:5])(=[O:6])[c:7]1[s:8][cH:9][cH:10][cH:11]1)[c:12]1[cH:13][cH:14][c:15]([CH3:28])[c:16]2[cH:17][c:18](-[c:21]3[s:22][c:23]([CH:26]=[O:27])[cH:24][n:25]3)[nH:19][c:20]12.[CH3:29][OH:30].[Na+:32].[O:46]1[CH2:47][CH2:48][CH2:49][CH2:50]1.[OH:33][C:34]([CH2:35][C:36]([C:37](=[O:38])[OH:39])([CH2:40][C:41](=[O:42])[OH:43])[OH:44])=[O:45]>>[CH2:1]([CH3:2])[N:3]([S:4](=[O:5])(=[O:6])[c:7]1[s:8][cH:9][cH:10][cH:11]1)[c:12]1[cH:13][cH:14][c:15]([CH3:28])[c:16]2[cH:17][c:18](-[c:21]3[s:22][c:23]([CH2:26][OH:27])[cH:24][n:25]3)[nH:19][c:20]12. Reactants: OC1=C(C(=O)C2=CC=CC=C2)C=CC(=C1)O (2,4-dihydroxybenzophenone), C(CCCCCCC)Cl (octyl chloride), C([O-])([O-])=O.[Na+].[Na+] (sodium carbonate), [I-].[K+] (potassium iodide), CCCCCCCCCC1=CC=C(C=C1)OCCOCCO (Igepal CO-630), C(CCCCCCC)Cl (octyl chloride). The solvent is O (water). Conditions: temperature 155 celsius, time 2 hour. Yields the product OC1=C(C(=O)C2=CC=CC=C2)C=CC(=C1)OCCCCCCCC (2-HYDROXY-4-OCTYLOXY-BENZOPHENONE). As a reaction SMILES: [OH:1][C:2]1[CH:15]=[C:14]([OH:16])[CH:13]=[CH:12][C:3]=1[C:4]([C:6]1[CH:11]=[CH:10][CH:9]=[CH:8][CH:7]=1)=[O:5].[CH2:17](Cl)[CH2:18][CH2:19][CH2:20][CH2:21][CH2:22][CH2:23][CH3:24].C(=O)([O-])[O-].[Na+].[Na+].[I-].[K+].CCCCCCCCCC1C=CC(OCCOCCO)=CC=1>O>[OH:1][C:2]1[CH:15]=[C:14]([O:16][CH2:17][CH2:18][CH2:19][CH2:20][CH2:21][CH2:22][CH2:23][CH3:24])[CH:13]=[CH:12][C:3]=1[C:4]([C:6]1[CH:11]=[CH:10][CH:9]=[CH:8][CH:7]=1)=[O:5] |f:2.3.4,5.6|. Procedure details: To a 250 ml 3-neck round bottom flask is charged 21.4 g of 2,4-dihydroxybenzophenone, 16.3 g of octyl chloride, 5.6 g of sodium carbonate, 0.664 g of potassium iodide, and 21.4 g of Igepal CO-630. The mixture is heated to 155° C. with vigorous stirring. Sufficient water, generated by the reaction, is distilled out to allow the reaction to reach temperature; any co-distilling octyl chloride (upper layer) is returned to the reactor. The reaction is then kept at 155° C. for 2 hours. Thereafter exce... Starting materials: OC1=C(C=C(C=C1OC)C=CC(CC(C)=O)=O)OC (1-(4'-hydroxy-3',5'-dimethoxyphenyl)-1-hexene-3,5-dione), C(C)(C)(C)[Si](C)(C)Cl (t-butylchlorodimethyl silane). Product: [Si](C)(C)(C(C)(C)C)OC1=C(C=C(C=C1OC)C=CC(CC(C)=O)=O)OC (1-(4'-t-butyldimethylsilyloxy-3',5'-dimethoxyphenyl)-1-hexene-3,5-dione). RXN SMILES: [OH:1][C:2]1[C:7]([O:8][CH3:9])=[CH:6][C:5]([CH:10]=[CH:11][C:12](=[O:17])[CH2:13][C:14](=[O:16])[CH3:15])=[CH:4][C:3]=1[O:18][CH3:19].[C:20]([Si:24](Cl)([CH3:26])[CH3:25])([CH3:23])([CH3:22])[CH3:21]>>[Si:24]([O:1][C:2]1[C:3]([O:18][CH3:19])=[CH:4][C:5]([CH:10]=[CH:11][C:12](=[O:17])[CH2:13][C:14](=[O:16])[CH3:15])=[CH:6][C:7]=1[O:8][CH3:9])([C:20]([CH3:23])([CH3:22])[CH3:21])([CH3:26])[CH3:25]. Reported procedure: According to the procedure of Example 22C, 1-(4'-hydroxy-3',5'-dimethoxyphenyl)-1-hexene-3,5-dione is reacted with t-butylchlorodimethyl silane to afford 1-(4'-t-butyldimethylsilyloxy-3',5'-dimethoxyphenyl)-1-hexene-3,5-dione suitably pure for further use.